Dataset: the Open Reaction Database (ORD), a public repository of structured organic reaction records. Task: describe an organic reaction: reactants, conditions, products, and yield Starting materials: CCS, CCCCOC(=O)c1sc2cc(OC)c(OC)cc2c1O, [Cl-], [H-], [NH4+], [Na+], CN(C)C=O. Yields the product CCCCOC(=O)c1sc2cc(O)c(OC)cc2c1O. As a reaction SMILES: [CH2:1]([SH:2])[CH3:3].[CH2:6]([CH2:7][CH2:8][CH3:9])[O:10][C:11](=[O:12])[c:13]1[c:14]([OH:26])[c:15]2[c:16]([s:17]1)[cH:18][c:19]([O:24][CH3:25])[c:20]([O:22][CH3:23])[cH:21]2.[Cl-:27].[H-:5].[NH4+:28].[Na+:4].[O:29]=[CH:30][N:31]([CH3:32])[CH3:33]>>[CH2:6]([CH2:7][CH2:8][CH3:9])[O:10][C:11](=[O:12])[c:13]1[c:14]([OH:26])[c:15]2[c:16]([s:17]1)[cH:18][c:19]([OH:24])[c:20]([O:22][CH3:23])[cH:21]2. Starting materials: ClC1=C(C=CC=C1)C1=C2CCC(N(C2=CC(=C1)OC1CNCC1)C1=C(C=CC=C1Cl)Cl)=O (5-(2-chlorophenyl)-1-(2,6-dichlorophenyl)-7-(pyrrolidin-3-yloxy)-3,4-dihydroquinolin-2(1H)-one), C=O (formaldehyde), C(#N)[BH3-].[Na+] (sodium cyanoborohydride). The solvent is CO (methanol). Conditions: time 48 hour. The product is ClC1=C(C=CC=C1)C1=C2CCC(N(C2=CC(=C1)OC1CN(CC1)C)C1=C(C=CC=C1Cl)Cl)=O (5-(2-Chlorophenyl)-1-(2,6-dichlorophenyl)-7-[(1-methylpyrrolidin-3-yl)oxy]-3,4-dihydroquinolin-2(1H)-one). As a reaction SMILES: [Cl:1][C:2]1[CH:7]=[CH:6][CH:5]=[CH:4][C:3]=1[C:8]1[CH:17]=[C:16]([O:18][CH:19]2[CH2:23][CH2:22][NH:21][CH2:20]2)[CH:15]=[C:14]2[C:9]=1[CH2:10][CH2:11][C:12](=[O:32])[N:13]2[C:24]1[C:29]([Cl:30])=[CH:28][CH:27]=[CH:26][C:25]=1[Cl:31].C=O.[C:35]([BH3-])#N.[Na+]>CO>[Cl:1][C:2]1[CH:7]=[CH:6][CH:5]=[CH:4][C:3]=1[C:8]1[CH:17]=[C:16]([O:18][CH:19]2[CH2:23][CH2:22][N:21]([CH3:35])[CH2:20]2)[CH:15]=[C:14]2[C:9]=1[CH2:10][CH2:11][C:12](=[O:32])[N:13]2[C:24]1[C:25]([Cl:31])=[CH:26][CH:27]=[CH:28][C:29]=1[Cl:30] |f:2.3|. Procedure: To a solution of 5-(2-chlorophenyl)-1-(2,6-dichlorophenyl)-7-(pyrrolidin-3-yloxy)-3,4-dihydroquinolin-2(1H)-one (0.046 g) in 5 mL of methanol was added formaldehyde (50 μL) and sodium cyanoborohydride (0.012 g). The reaction mixture was stirred for 48 h, then washed with 1N HCl (5 mL), extracted with 5×5 mL of ethyl acetate, washed with brine (5 mL), dried with sodium sulfate, and concentrated. Purification was achieved by preparative thin layer chromatography eluting with 10% ethanol/dichlorome... Starting materials: [H-], CCI, [Na+], CN(C)C=O, CCOC(=O)c1cc(O)c2[nH]ncc2c1. Product: CCOC(=O)c1cc(OCC)c2[nH]ncc2c1. RXN SMILES: [H-:17].[I:18][CH2:19][CH3:20].[Na+:16].[O:21]=[CH:22][N:23]([CH3:24])[CH3:25].[OH:1][c:2]1[cH:3][c:4]([C:11](=[O:12])[O:13][CH2:14][CH3:15])[cH:5][c:6]2[cH:7][n:8][nH:9][c:10]12>>[O:1]([c:2]1[cH:3][c:4]([C:11](=[O:12])[O:13][CH2:14][CH3:15])[cH:5][c:6]2[cH:7][n:8][nH:9][c:10]12)[CH2:19][CH3:20]. Starting materials: C1(=CC=CC=C1)C1=NC(C(NC2=C1C=CC=C2)=O)NC(=O)OCC2=CC=CC=C2 (1,3-Dihydro-5-phenyl-3(R,S)-[(benzyloxycarbonyl)-amino]-2H-1,4-benzodiazepin-2-one), Crude product 27, O1CCOCC1 (dioxane), [OH-].[Na+] (sodium hydroxide), O (water). Yields the product C(=O)(O)CN1C(C(N=C(C2=C1C=CC=C2)C2=CC=CC=C2)NC(=O)OCC2=CC=CC=C2)=O (1(Carboxymethyl)-1,3-Dihydro-5-phenyl-3(R,S)-[(benzyloxycarbonyl)-amino]2H-1,4-benzodiazepin-2-one). Isolated yield 95.0%. As a reaction SMILES: [OH2:1].[OH-].[Na+].[C:4]1([C:10]2[C:16]3[CH:17]=[CH:18][CH:19]=[CH:20][C:15]=3[NH:14][C:13](=[O:21])[CH:12]([NH:22][C:23]([O:25][CH2:26][C:27]3[CH:32]=[CH:31][CH:30]=[CH:29][CH:28]=3)=[O:24])[N:11]=2)[CH:9]=[CH:8][CH:7]=[CH:6][CH:5]=1.[O:33]1[CH2:38][CH2:37]OCC1>>[C:38]([CH2:37][N:14]1[C:15]2[CH:20]=[CH:19][CH:18]=[CH:17][C:16]=2[C:10]([C:4]2[CH:5]=[CH:6][CH:7]=[CH:8][CH:9]=2)=[N:11][CH:12]([NH:22][C:23]([O:25][CH2:26][C:27]2[CH:28]=[CH:29][CH:30]=[CH:31][CH:32]=2)=[O:24])[C:13]1=[O:21])([OH:33])=[O:1] |f:1.2|. Procedure: Crude product 27 of Example 6 (6 g, 12.73 mmol) was dissolved in dioxane (15 mL) and water (15 mL) and cooled in an ice bath. 2N sodium hydroxide was added to this solution till pH of the solution reached 10. The heterogenous mixture was stirred at room temperature until it became homogenous. The homogenous layer was extracted with ether, and the aqueous layer acidified to pH 2 using 4N HCl. This was extracted with dichloromethane (150×3 mL), and dried over magnesium sulphate to give 5.52 g of 2... Reactants: CC(C)=O, CC(=O)N1C(=O)C(CCCNC(=NC(=O)OCc2ccccc2)NC(=O)OCc2ccccc2)C1C=O. The product is CC(=O)N1C(=O)C(CCCNC(=NC(=O)OCc2ccccc2)NC(=O)OCc2ccccc2)C1C(=O)O. RXN SMILES: [CH3:38][C:39]([CH3:40])=[O:41].[CH:1](=[O:2])[CH:3]1[CH:4]([CH2:11][CH2:12][CH2:13][NH:14][C:15](=[N:16][C:17](=[O:18])[O:19][CH2:20][c:21]2[cH:22][cH:23][cH:24][cH:25][cH:26]2)[NH:27][C:28](=[O:29])[O:30][CH2:31][c:32]2[cH:33][cH:34][cH:35][cH:36][cH:37]2)[C:5](=[O:10])[N:6]1[C:7]([CH3:8])=[O:9]>>[C:1](=[O:2])([CH:3]1[CH:4]([CH2:11][CH2:12][CH2:13][NH:14][C:15](=[N:16][C:17](=[O:18])[O:19][CH2:20][c:21]2[cH:22][cH:23][cH:24][cH:25][cH:26]2)[NH:27][C:28](=[O:29])[O:30][CH2:31][c:32]2[cH:33][cH:34][cH:35][cH:36][cH:37]2)[C:5](=[O:10])[N:6]1[C:7]([CH3:8])=[O:9])[OH:41]. The reactants are Cl.NC1=C(C=CC(=C1)C(F)(F)F)S (2-amino-4-(trifluoromethyl)-benzenethiol hydrochloride), FC1=C(C=O)C=CN=C1 (3-fluoroisonicotinaldehyde), C(C)N(C(C)C)C(C)C (N-ethyldiisopropylamine), CS(=O)C (DMSO). Run in O (water). Conditions: temperature 170 celsius, time 5 hour. Product: FC=1C=NC=CC1C=1SC2=C(N1)C=C(C=C2)C(F)(F)F (2-(3-fluoropyridin-4-yl)-5-(trifluoromethyl)benzothiazole). Yield: 60.1%. Reaction SMILES: Cl.[NH2:2][C:3]1[CH:8]=[C:7]([C:9]([F:12])([F:11])[F:10])[CH:6]=[CH:5][C:4]=1[SH:13].[F:14][C:15]1[CH:22]=[N:21][CH:20]=[CH:19][C:16]=1[CH:17]=O.C(N(C(C)C)C(C)C)C.CS(C)=O>O>[F:14][C:15]1[CH:22]=[N:21][CH:20]=[CH:19][C:16]=1[C:17]1[S:13][C:4]2[CH:5]=[CH:6][C:7]([C:9]([F:10])([F:11])[F:12])=[CH:8][C:3]=2[N:2]=1 |f:0.1|. Procedure details: A mixture of 2.3 g of 2-amino-4-(trifluoromethyl)-benzenethiol hydrochloride, 1.25 g of 3-fluoroisonicotinaldehyde, 1.29 g of N-ethyldiisopropylamine and 10 ml of DMSO was stirred for 5 hours at 170° C. The reaction mixture was cooled down to room temperature. To the reaction mixture was added water, and the resultant mixture was extracted with ethyl acetate twice. The combined organic layers were washed with water and saturated saline, dried over magnesium sulfate, then, concentrated under redu... Starting materials: CCOCCO, CCOC(C)=O, CO, Clc1nc2ccccc2c2[nH]c3ccccc3c12, Cl, NCCN1CCNCC1. Yields the product Cl, c1ccc2c(c1)nc(NCCN1CCNCC1)c1c3ccccc3[nH]c21. RXN SMILES: [CH3:29][CH2:30][O:31][CH2:32][CH2:33][OH:34].[CH3:35][CH2:36][O:37][C:38](=[O:39])[CH3:40].[CH3:41][OH:42].[Cl:1][c:2]1[n:3][c:4]2[cH:5][cH:6][cH:7][cH:8][c:9]2[c:10]2[c:11]1[c:12]1[cH:13][cH:14][cH:15][cH:16][c:17]1[nH:18]2.[ClH:28].[NH2:19][CH2:20][CH2:21][N:22]1[CH2:23][CH2:24][NH:25][CH2:26][CH2:27]1>>[ClH:1].[c:2]1([NH:19][CH2:20][CH2:21][N:22]2[CH2:23][CH2:24][NH:25][CH2:26][CH2:27]2)[n:3][c:4]2[cH:5][cH:6][cH:7][cH:8][c:9]2[c:10]2[c:11]1[c:12]1[cH:13][cH:14][cH:15][cH:16][c:17]1[nH:18]2.